This data is from the Open Reaction Database (ORD), a public repository of structured organic reaction records. The task is: describe an organic reaction: reactants, conditions, products, and yield The reactants are CC#N, Cn1nnc2ccc(C(Cl)c3ccc(C4=NC(C)(C)CO4)cc3)cc21, c1c[nH]cn1. Product: Cn1nnc2ccc(C(c3ccc(C4=NC(C)(C)CO4)cc3)n3ccnc3)cc21. As a reaction SMILES: [CH3:31][C:32]#[N:33].[Cl:1][CH:2]([c:3]1[cH:4][cH:5][c:6]2[c:7]([n:8]([CH3:11])[n:9][n:10]2)[cH:12]1)[c:13]1[cH:14][cH:15][c:16]([C:19]2=[N:23][C:22]([CH3:24])([CH3:25])[CH2:21][O:20]2)[cH:17][cH:18]1.[nH:26]1[cH:27][n:28][cH:29][cH:30]1>>[CH:2]([c:3]1[cH:4][cH:5][c:6]2[c:7]([n:8]([CH3:11])[n:9][n:10]2)[cH:12]1)([c:13]1[cH:14][cH:15][c:16]([C:19]2=[N:23][C:22]([CH3:24])([CH3:25])[CH2:21][O:20]2)[cH:17][cH:18]1)[n:26]1[cH:27][n:28][cH:29][cH:30]1. The solvent is O (water). Yield: 74.0%. Reaction SMILES: O.NN.[OH-].[K+].C([C:9]1[S:13][C:12]([C:14]([OH:16])=[O:15])=[CH:11][CH:10]=1)(=O)C.Cl.[CH2:18](O)[CH2:19]OCCO>O>[CH2:18]([C:11]1[CH:10]=[CH:9][S:13][C:12]=1[C:14]([OH:16])=[O:15])[CH3:19] |f:0.1,2.3|. Reactants: Cl (HCl), O.NN (Hydrazine monohydrate), [OH-].[K+] (potassium hydroxide), C(C)(=O)C1=CC=C(S1)C(=O)O (5-acetyl-thiophene-2-carboxylic acid), C(COCCO)O (diethylene glycol). Product: C(C)C1=C(SC=C1)C(=O)O (3-ethylthiophene-2-carboxylic acid), 3A. Procedure details: Hydrazine monohydrate (0.97 mL, 1.019 mol) and potassium hydroxide (1.12 g, 20 mmol) were added to a solution of 5-acetyl-thiophene-2-carboxylic acid (1.70 g, 10 mmol) in diethylene glycol (20 mL) and water (1 mL). The reaction mixture was stirred in an oil bath at 110° C. for 16 hrs, cooled to rt, acidified with 2N HCl and then extracted with methylene chloride (4×50 mL). Organic layers were combined, dried, concentrated and subjected to chromatography separation on silica gel (eluted with 10% ... Conditions: temperature 110 celsius, time 16 hour.